From a dataset of the Open Reaction Database (ORD), a public repository of structured organic reaction records. describe an organic reaction: reactants, conditions, products, and yield Reactants: NC1=C(C=CC=C1)SCC1=NOC=N1 (3-(2-aminophenylthiomethyl)1,2,4-oxadiazole), C(C)OC(C1=CC(=C(C=C1)OC)OC)OCC (3,4-dimethoxybenzaldehyde diethyl acetal), CCCCCC (hexane). Reported procedure: A solution of 3-(2-aminophenylthiomethyl)1,2,4-oxadiazole (4.2 g) in 3,4-dimethoxybenzaldehyde diethyl acetal (9.6 g) was heated under reflux for 30 minutes. On cooling and the addition of hexane yellow crystals precipitated. These were removed by filtration and re-crystallised from ethanol to give 3-[2-(3,4-dimethoxybenzylideneamino)phenylthiomethyl]-1,2,4-oxadiazole, m.p. 146°. Reaction SMILES: [NH2:1][C:2]1[CH:7]=[CH:6][CH:5]=[CH:4][C:3]=1[S:8][CH2:9][C:10]1[N:14]=[CH:13][O:12][N:11]=1.CCCCCC.C(O[CH:24](OCC)[C:25]1[CH:30]=[CH:29][C:28]([O:31][CH3:32])=[C:27]([O:33][CH3:34])[CH:26]=1)C>>[CH3:34][O:33][C:27]1[CH:26]=[C:25]([CH:30]=[CH:29][C:28]=1[O:31][CH3:32])[CH:24]=[N:1][C:2]1[CH:7]=[CH:6][CH:5]=[CH:4][C:3]=1[S:8][CH2:9][C:10]1[N:14]=[CH:13][O:12][N:11]=1. Yields the product COC=1C=C(C=NC2=C(C=CC=C2)SCC2=NOC=N2)C=CC1OC (3-[2-(3,4-dimethoxybenzylideneamino)phenylthiomethyl]-1,2,4-oxadiazole).